This data is from the Open Reaction Database (ORD), a public repository of structured organic reaction records. The task is: describe an organic reaction: reactants, conditions, products, and yield Product: OCc1ccnc(Cl)c1Cl. The reactants are [BH4-], C1CCOC1, CNC(=O)c1ccnc(Cl)c1Cl, ClCCl, O=C(O)C(F)(F)F, [NH-]N=O, [Na+]. Reaction SMILES: [BH4-:23].[CH2:28]1[O:29][CH2:30][CH2:31][CH2:32]1.[Cl:1][c:2]1[c:3]([Cl:12])[c:4]([C:5](=[O:6])[NH:7][CH3:8])[cH:9][cH:10][n:11]1.[Cl:25][CH2:26][Cl:27].[F:13][C:14]([F:15])([F:16])[C:17]([OH:18])=[O:19].[N:20]([NH-:21])=[O:22].[Na+:24]>>[Cl:1][c:2]1[c:3]([Cl:12])[c:4]([CH2:5][OH:6])[cH:9][cH:10][n:11]1.